Dataset: the Open Reaction Database (ORD), a public repository of structured organic reaction records. Task: describe an organic reaction: reactants, conditions, products, and yield Starting materials: CC(=O)C (Acetone), OCCC1NCCNC1 (2-(2-hydroxyethyl)piperazine), O (H2O), O=S(Cl)Cl (SOCl2). Solvent: C(=O)=O (dry ice). Reaction conditions: time 2 hour. Product: Cl.Cl.ClCCC1NCCNC1 (2-(2-Chloroethyl)piperazine dihydrochloride). Isolated yield 96.0%. As a reaction SMILES: O[CH2:2][CH2:3][CH:4]1[CH2:9][NH:8][CH2:7][CH2:6][NH:5]1.O=S(Cl)[Cl:12].O.CC(C)=O>C(=O)=O>[ClH:12].[ClH:12].[Cl:12][CH2:2][CH2:3][CH:4]1[CH2:9][NH:8][CH2:7][CH2:6][NH:5]1 |f:5.6.7|. Procedure: (E. F. Rogers and H. J. Becker, U.S. Pat. No. 3,281,423 (1966).) To 25.0 g (0.192 mol) of 2-(2-hydroxyethyl)piperazine, chilled in dry ice, 125 ml SOCl2 was cautiously added dropwise. After addition was complete, the mixture was cautiously heated on a steam bath with stirring for 2 hr. The reaction was cooled and treated cautiously with H2O until a solution resulted. The reaction was evaporated to dryness, and the dark residue was redissolved in H2O and filtered. The dark filtrate was heated on ... The reactants are BrC1=NC=CC=C1CO ((2-bromopyridin-3-yl)methanol), dichloro(1,1′-bis(diphenylphosphino)ferrocene)nickel(II), C(C(C)C)[Mg]Br (isobutyl magnesium bromide), [Cl-].[NH4+] (ammonium chloride). The solvent is O1CCCC1 (tetrahydrofuran). Reaction conditions: time 4 hour. Product: C(C(C)C)C1=NC=CC=C1CO ((2-isobutylpyridin-3-yl)methanol). As a reaction SMILES: Br[C:2]1[C:7]([CH2:8][OH:9])=[CH:6][CH:5]=[CH:4][N:3]=1.[CH2:10]([Mg]Br)[CH:11]([CH3:13])[CH3:12].[Cl-].[NH4+]>O1CCCC1>[CH2:10]([C:2]1[C:7]([CH2:8][OH:9])=[CH:6][CH:5]=[CH:4][N:3]=1)[CH:11]([CH3:13])[CH3:12] |f:2.3|. Reported procedure: To a solution of (2-bromopyridin-3-yl)methanol (100 mg) in tetrahydrofuran (1 ml), 36 mg of dichloro(1,1′-bis(diphenylphosphino)ferrocene)nickel(II) and 0.8 ml of isobutyl magnesium bromide (2.0M diethyl ether solution) were added under ice-cooling, and the reaction solution was stirred at the same temperature for 4 hours. To the reaction solution was added saturated aqueous ammonium chloride solution, and the mixture was extracted with ethyl acetate. The combined organic layers were washed with... The reactants are CN1CCC(C)(C)c2ccc(Br)cc21, CC=O, [Cl-], [Mg], [NH4+], C1CCOC1. The product is CC(O)c1ccc2c(c1)N(C)CCC2(C)C. RXN SMILES: [Br:2][c:3]1[cH:4][cH:5][c:6]2[c:11]([cH:12]1)[N:10]([CH3:13])[CH2:9][CH2:8][C:7]2([CH3:14])[CH3:15].[CH:16]([CH3:17])=[O:18].[Cl-:19].[Mg:1].[NH4+:20].[O:21]1[CH2:22][CH2:23][CH2:24][CH2:25]1>>[c:3]1([CH:16]([CH3:17])[OH:18])[cH:4][cH:5][c:6]2[c:11]([cH:12]1)[N:10]([CH3:13])[CH2:9][CH2:8][C:7]2([CH3:14])[CH3:15]. Starting materials: CC(C)(C)S, CC(C)CCBr. Yields the product CC(C)CCSC(C)(C)C. RXN SMILES: [C:7]([CH3:8])([CH3:9])([CH3:10])[SH:11].[CH2:1]([CH2:2][CH:3]([CH3:4])[CH3:5])[Br:6]>>[CH2:1]([CH2:2][CH:3]([CH3:4])[CH3:5])[S:11][C:7]([CH3:8])([CH3:9])[CH3:10]. As a reaction SMILES: NN.C=CN1C(=O)CCC1.[N+:11]([C:14]1[CH:19]=[CH:18][C:17](S(O)(=O)=O)=[C:16]([N+:24]([O-:26])=[O:25])[C:15]=1[N+:27]([O-:29])=[O:28])([O-:13])=[O:12]>>[N+:11]([C:14]1[C:19]([N+:11]([O-:13])=[O:12])=[C:18]([N+:24]([O-:26])=[O:25])[C:17]([N+:27]([O-:29])=[O:28])=[C:16]([N+:24]([O-:26])=[O:25])[C:15]=1[N+:27]([O-:29])=[O:28])([O-:13])=[O:12]. Starting materials: NN (hydrazine), C=CN1CCCC1=O (PVPP), [N+](=O)([O-])C1=C(C(=C(C=C1)S(=O)(=O)O)[N+](=O)[O-])[N+](=O)[O-] (trinitrobenzene sulfonic acid), NN (hydrazine), C=CN1CCCC1=O (PVPP), NN (hydrazine). Yields the product [N+](=O)([O-])C1=C(C(=C(C(=C1[N+](=O)[O-])[N+](=O)[O-])[N+](=O)[O-])[N+](=O)[O-])[N+](=O)[O-] (hexanitrobenzene). Reported procedure: FIG. 2 illustrates the decrease in concentration of hydrazine in solution over time at 50° C. after the addition of PVPP. FIG. 3 also illustrates the decrease in concentration of hydrazine in solution over time at 50° C. after the addition of PVPP. FIG. 4 illustrates the reaction between trinitrobenzene sulfonic acid and hydrazine to form hexanitrobenzene, used to detect the concentration of hydrazine in solution. The reactants are CO (MeOH), NC1=CC(=C(OC(C(=O)OCC)(C)C)C=C1F)N1N=NN(C1=O)C (ethyl 2-(4-amino-5-fluoro-2-(4-methyl-5-oxo-4,5-dihydro-1H-tetrazol-1-yl)phenoxy)-2-methylpropanoate), ice, [BH4-].[Li+] (lithium borohydride), [OH-].[Na+] (NaOH). Run in CCOCC (Et2O). Reaction conditions: temperature 0 celsius, time 30 minute. The product is NC=1C(=CC(=C(C1)N1N=NN(C1=O)C)OC(CO)(C)C)F (1-(5-amino-4-fluoro-2-(1-hydroxy-2-methylpropan-2-yloxy)phenyl)-4-methyl-1H-tetrazol-5(4H)-one). Isolated yield 93.8%. As a reaction SMILES: [NH2:1][C:2]1[C:16]([F:17])=[CH:15][C:5]([O:6][C:7]([CH3:14])([CH3:13])[C:8](OCC)=[O:9])=[C:4]([N:18]2[C:22](=[O:23])[N:21]([CH3:24])[N:20]=[N:19]2)[CH:3]=1.[BH4-].[Li+].CO.[OH-].[Na+]>CCOCC>[NH2:1][C:2]1[C:16]([F:17])=[CH:15][C:5]([O:6][C:7]([CH3:13])([CH3:14])[CH2:8][OH:9])=[C:4]([N:18]2[C:22](=[O:23])[N:21]([CH3:24])[N:20]=[N:19]2)[CH:3]=1 |f:1.2,4.5|. Reported procedure: A solution of ethyl 2-(4-amino-5-fluoro-2-(4-methyl-5-oxo-4,5-dihydro-1H-tetrazol-1-yl)phenoxy)-2-methylpropanoate (5.60 g, 16.5 mmol, 1.00 equiv) in Et2O (155 mL) under argon was cooled to 0° C. The ice-cooled solution was charged with lithium borohydride (791 mg, 36.3 mmol, 2.20 equiv) followed by MeOH (1.540 mL), which resulted in the formation of a free-flowing precipitate. The reaction was stirred at 0° C. for 30 min, then the ice-bath was removed, and the reaction was stirred at ambient te... Procedure details: The mixture of 3.20 g of 7,7-diphenyl-hexahydro-1,4-oxazepine, 2.54 g of 4-chloro-4'-fluoro-butyrophenone, 3.35 g of anhydrous potassium carbonate and 0.21 g of sodium iodide is refluxed for 22 hours, while stirring. The suspension is cooled, filtered, the filtrate evaporated and the residue dissolved in acetone. The solution is acidified with ethereal hydrogen chloride, to yield the 4-[3-(4-fluorobenzoyl)-propyl]-7,7-diphenylhexahydro-1,4-oxazepine hydrochloride melting at 137°-140°. The product is Cl.FC1=CC=C(C(=O)CCCN2CCOC(CC2)(C2=CC=CC=C2)C2=CC=CC=C2)C=C1 (4-[3-(4-fluorobenzoyl)-propyl]-7,7-diphenylhexahydro-1,4-oxazepine hydrochloride). The reactants are C1(=CC=CC=C1)C1(CCNCCO1)C1=CC=CC=C1 (7,7-diphenyl-hexahydro-1,4-oxazepine), ClCCCC(=O)C1=CC=C(C=C1)F (4-chloro-4'-fluoro-butyrophenone), C([O-])([O-])=O.[K+].[K+] (potassium carbonate), [I-].[Na+] (sodium iodide). RXN SMILES: [C:1]1([C:7]2([C:14]3[CH:19]=[CH:18][CH:17]=[CH:16][CH:15]=3)[O:13][CH2:12][CH2:11][NH:10][CH2:9][CH2:8]2)[CH:6]=[CH:5][CH:4]=[CH:3][CH:2]=1.[Cl:20][CH2:21][CH2:22][CH2:23][C:24]([C:26]1[CH:31]=[CH:30][C:29]([F:32])=[CH:28][CH:27]=1)=[O:25].C(=O)([O-])[O-].[K+].[K+].[I-].[Na+]>>[ClH:20].[F:32][C:29]1[CH:28]=[CH:27][C:26]([C:24]([CH2:23][CH2:22][CH2:21][N:10]2[CH2:9][CH2:8][C:7]([C:1]3[CH:2]=[CH:3][CH:4]=[CH:5][CH:6]=3)([C:14]3[CH:15]=[CH:16][CH:17]=[CH:18][CH:19]=3)[O:13][CH2:12][CH2:11]2)=[O:25])=[CH:31][CH:30]=1 |f:2.3.4,5.6,7.8|.